describe an organic reaction: reactants, conditions, products, and yield From a dataset of the Open Reaction Database (ORD), a public repository of structured organic reaction records. Procedure: A solution of 4-benzyl-5-(3-ethoxycarbonyl-2-oxo-propyl)-2,2-dimethyl-oxazolidine-3-carboxylic acid tert-butyl ester (10 g) in ethanol (100 ml) was stirred at 15° C. under an atmosphere of nitrogen during the portion-wise addition of sodium borohydride (450 mg). The solution was stirred for a further 30 minutes, treated with glacial acetic acid (2 ml) and evaporated. The residue was partitioned between diethyl ether (200 ml) and 2M aqueous hydrochloric acid (100 ml). The organic solution was was... Yield: 100.6%. Run at time 30 minute. The solvent is C(C)O (ethanol). Yields the product C(C)(C)(C)OC(=O)N1C(OC(C1CC1=CC=CC=C1)CC(CC(=O)OCC)O)(C)C (4-benzyl-5-(3-ethoxycarbonyl-2-hydroxy-propyl)-2,2-dimethyl-oxazolidine-3-carboxylic acid tert-butyl ester). RXN SMILES: [C:1]([O:5][C:6]([N:8]1[CH:12]([CH2:13][C:14]2[CH:19]=[CH:18][CH:17]=[CH:16][CH:15]=2)[CH:11]([CH2:20][C:21](=[O:28])[CH2:22][C:23]([O:25][CH2:26][CH3:27])=[O:24])[O:10][C:9]1([CH3:30])[CH3:29])=[O:7])([CH3:4])([CH3:3])[CH3:2].[BH4-].[Na+].C(O)(=O)C>C(O)C>[C:1]([O:5][C:6]([N:8]1[CH:12]([CH2:13][C:14]2[CH:19]=[CH:18][CH:17]=[CH:16][CH:15]=2)[CH:11]([CH2:20][CH:21]([OH:28])[CH2:22][C:23]([O:25][CH2:26][CH3:27])=[O:24])[O:10][C:9]1([CH3:29])[CH3:30])=[O:7])([CH3:4])([CH3:3])[CH3:2] |f:1.2|. Reactants: C(C)(C)(C)OC(=O)N1C(OC(C1CC1=CC=CC=C1)CC(CC(=O)OCC)=O)(C)C (4-benzyl-5-(3-ethoxycarbonyl-2-oxo-propyl)-2,2-dimethyl-oxazolidine-3-carboxylic acid tert-butyl ester), [BH4-].[Na+] (sodium borohydride), C(C)(=O)O (acetic acid). Starting materials: C1CCOC1, COC(=O)c1ccc(S(=O)(=O)n2cc(C3CCOCC3)c3ccccc32)cc1, CO, [Na+], [OH-]. Yields the product O=C(O)c1ccc(S(=O)(=O)n2cc(C3CCOCC3)c3ccccc32)cc1. As a reaction SMILES: [CH2:29]1[O:30][CH2:31][CH2:32][CH2:33]1.[CH3:1][O:2][C:3]([c:4]1[cH:5][cH:6][c:7]([S:10](=[O:11])(=[O:12])[n:13]2[cH:14][c:15]([CH:22]3[CH2:23][CH2:24][O:25][CH2:26][CH2:27]3)[c:16]3[cH:17][cH:18][cH:19][cH:20][c:21]23)[cH:8][cH:9]1)=[O:28].[CH3:36][OH:37].[Na+:35].[OH-:34]>>[O:2]=[C:3]([c:4]1[cH:5][cH:6][c:7]([S:10](=[O:11])(=[O:12])[n:13]2[cH:14][c:15]([CH:22]3[CH2:23][CH2:24][O:25][CH2:26][CH2:27]3)[c:16]3[cH:17][cH:18][cH:19][cH:20][c:21]23)[cH:8][cH:9]1)[OH:28]. Reactants: BrC1=CC=C(C=C1)C1=NN=CN1C(=O)OC(C)(C)C (tert-butyl 3-(4-bromophenyl)-4H-1,2,4-triazole-4-carboxylate), C(=O)(C(F)(F)F)O (TFA). The solvent is C(Cl)Cl (CH2Cl2). Reaction conditions: time 1 hour. Product: BrC1=CC=C(C=C1)C1=NNC=N1 (3-(4-bromophenyl)-1H-1,2,4-triazole). As a reaction SMILES: [Br:1][C:2]1[CH:7]=[CH:6][C:5]([C:8]2[N:12](C(OC(C)(C)C)=O)[CH:11]=[N:10][N:9]=2)=[CH:4][CH:3]=1.C(O)(C(F)(F)F)=O>C(Cl)Cl>[Br:1][C:2]1[CH:3]=[CH:4][C:5]([C:8]2[N:12]=[CH:11][NH:10][N:9]=2)=[CH:6][CH:7]=1. Procedure details: Into a 2000 mL 3-necked flask was placed a solution of tert-butyl 3-(4-bromophenyl)-4H-1,2,4-triazole-4-carboxylate (80.0 g, 247 mmol) in CH2Cl2 (800 mL). To the mixture was added TFA (400 mL). The resulting solution was stirred at room temperature for 1 h. The reaction was evaporated to provide 3-(4-bromophenyl)-1H-1,2,4-triazole as a white solid. The reactants are C/C(/C(=S)NC(OCC)=O)=C\N1CCCCC1 (ethyl (2E)-2-methyl-3-piperidin-1-ylprop-2-enethioylcarbamate), Cl.C(C)(C)(C)C1=NC(=CC(=N1)N1CCN(CC1)CCCN)C(F)(F)F (3-{4-[2-tert-butyl-6-(trifluoromethyl)pyrimidin-4-yl]piperazin-1-yl}propan-1-amine hydrochloride), CN1CCOCC1 (N-methylmorpholine). The solvent is CO (methanol). Product: C(C)(C)(C)C1=NC(=CC(=N1)N1CCN(CC1)CCCN1C(N=C(C(=C1)C)S)=O)C(F)(F)F (1-(3-{4-[2-tert-Butyl-6-(trifluoromethyl)pyrimidin-4-yl]piperazin-1-yl}propyl)-4-mercapto-5-methylpyrimidin-2(1H)-one). Isolated yield 40.9%. Reaction SMILES: [CH3:1]/[C:2](=[CH:11]\[N:12]1[CH2:17][CH2:16][CH2:15]CC1)/[C:3]([NH:5][C:6](=[O:10])OCC)=[S:4].Cl.[C:19]([C:23]1[N:28]=[C:27]([N:29]2[CH2:34][CH2:33][N:32](CCCN)[CH2:31][CH2:30]2)[CH:26]=[C:25]([C:39]([F:42])([F:41])[F:40])[N:24]=1)([CH3:22])([CH3:21])[CH3:20].CN1CCOCC1>CO>[C:19]([C:23]1[N:28]=[C:27]([N:29]2[CH2:30][CH2:31][N:32]([CH2:15][CH2:16][CH2:17][N:12]3[CH:11]=[C:2]([CH3:1])[C:3]([SH:4])=[N:5][C:6]3=[O:10])[CH2:33][CH2:34]2)[CH:26]=[C:25]([C:39]([F:40])([F:41])[F:42])[N:24]=1)([CH3:22])([CH3:20])[CH3:21] |f:1.2|. Reported procedure: 0.7 g (2.7 mmol) of ethyl (2E)-2-methyl-3-piperidin-1-ylprop-2-enethioylcarbamate (WO 00/61579), 0.9 g (2.6 mmol) of 3-{4-[2-tert-butyl-6-(trifluoromethyl)pyrimidin-4-yl]piperazin-1-yl}propan-1-amine hydrochloride from Example 1.2 and 0.6 g (5.5 mmol) of N-methylmorpholine in 20 ml of methanol were stirred at room temperature under a nitrogen atmosphere for 12 hours. Insolubles were removed by filtration, washed three times with methanol and water and then recrystallized from ethyl acetate. Dryi... Reactants: C(#N)CC1C(C2=CC=C(C=C2CC1)OC)=O (2-cyanomethyl-6-methoxy-1-tetralone), [H][H] (hydrogen). The reagents and catalysts are [Ni] (Raney nickel). Run in C(C)O (ethanol). Yields the product COC=1C=CC2=C(CCC3CCN=C23)C1 (7-methoxy-3,3a,4,5-tetrahydro-2H-benz[g]indole). Reaction SMILES: [C:1]([CH2:3][CH:4]1[CH2:13][CH2:12][C:11]2[C:6](=[CH:7][CH:8]=[C:9]([O:14][CH3:15])[CH:10]=2)[C:5]1=O)#[N:2].[H][H]>C(O)C.[Ni]>[CH3:15][O:14][C:9]1[CH:8]=[CH:7][C:6]2[C:5]3[CH:4]([CH2:3][CH2:1][N:2]=3)[CH2:13][CH2:12][C:11]=2[CH:10]=1. Procedure: The solution of 50 g of 2-cyanomethyl-6-methoxy-1-tetralone in 1000 ml of ethanol is hydrogenated in the presence of 15 g of Raney nickel at atmospheric pressure and room temperature until 2 mole equivalents of hydrogen are consumed. The mixture is filtered, the filtrate evaporated and the crude product dissolved in 500 ml of N hydrochloric acid. The solution is washed with diethyl ether, treated with charcoal, filtered and the filtrate is basified with 3 N aqueous sodium hydroxide. It is extrac... Reactants: NC(=S)N (Thiourea), O1C(CN2C(C=3C(C2=O)=CC=CC3)=O)C1 (N-(2,3-epoxypropyl)phthalimide). The solvent is CO (methanol). Run at time 16 hour. Product: S1C(C1)CN1C(C2=CC=CC=C2C1=O)=O (2-(Thiiran-2-ylmethyl)isoindoline-1,3-dione). RXN SMILES: NC(N)=[S:3].O1[CH2:19][CH:6]1[CH2:7][N:8]1[C:12](=[O:13])[C:11]2=[CH:14][CH:15]=[CH:16][CH:17]=[C:10]2[C:9]1=[O:18]>CO>[S:3]1[CH2:19][CH:6]1[CH2:7][N:8]1[C:12](=[O:13])[C:11]2[C:10](=[CH:17][CH:16]=[CH:15][CH:14]=2)[C:9]1=[O:18]. Procedure: Thiourea (1.873 g, 24.61 mmol) was added to a solution of N-(2,3-epoxypropyl)phthalimide (2 g, 9.84 mmol) in methanol (25 mL). The mixture was stirred at room temperature for 16 hours, then concentrated under vacuum. The residue was diluted with water (50 ml) and extracted with ethyl acetate (50 ml). The organic extract was washed with brine (50 ml) passed through a hydrophobic frit and evaporated under vacuum. Purification by chromatography on silica, eluting with 0-50% EtOAc/hexane, afforded t... The reactants are CS(=O)(=O)c1cccc(NC(=O)Oc2ccccc2)c1, Cc1ccccc1, CCOC(C)=O, CCN(C(C)C)C(C)C, COCCOc1cc2nccc(Oc3ccc(N)c(F)c3)c2cc1C#N. Product: COCCOc1cc2nccc(Oc3ccc(NC(=O)Nc4cccc(S(C)(=O)=O)c4)c(F)c3)c2cc1C#N. RXN SMILES: [CH3:27][S:28](=[O:29])(=[O:30])[c:31]1[cH:32][c:33]([NH:37][C:38]([O:39][c:41]2[cH:42][cH:43][cH:44][cH:45][cH:46]2)=[O:40])[cH:34][cH:35][cH:36]1.[CH3:47][c:48]1[cH:49][cH:50][cH:51][cH:52][cH:53]1.[CH3:63][CH2:64][O:65][C:66](=[O:67])[CH3:68].[CH:54]([N:55]([CH:56]([CH3:57])[CH3:58])[CH2:59][CH3:60])([CH3:61])[CH3:62].[NH2:1][c:2]1[c:3]([F:26])[cH:4][c:5]([O:6][c:7]2[cH:8][cH:9][n:10][c:11]3[cH:12][c:13]([O:19][CH2:20][CH2:21][O:22][CH3:23])[c:14]([C:17]#[N:18])[cH:15][c:16]23)[cH:24][cH:25]1>>[NH:1]([c:2]1[c:3]([F:26])[cH:4][c:5]([O:6][c:7]2[cH:8][cH:9][n:10][c:11]3[cH:12][c:13]([O:19][CH2:20][CH2:21][O:22][CH3:23])[c:14]([C:17]#[N:18])[cH:15][c:16]23)[cH:24][cH:25]1)[C:38]([NH:37][c:33]1[cH:32][c:31]([S:28]([CH3:27])(=[O:29])=[O:30])[cH:36][cH:35][cH:34]1)=[O:39]. The reactants are CC(C)(C)C(=O)Oc2ccc1ccccc1c2 (substrate), O=C=NCCc1ccccc1 (effective_coupling_partner). The reagents and catalysts are dppf. Reaction conditions: temperature 90 celsius, time 24 hour. The product is O=C(NCCc1ccccc1)c3ccc2ccccc2c3.